From a dataset of the Open Reaction Database (ORD), a public repository of structured organic reaction records. describe an organic reaction: reactants, conditions, products, and yield The reactants are C(C)(=O)N1C(C(C2=CC=CC=C12)=C(C1=CC=CC=C1)OCC)=O (1-acetyl-3-(1-ethoxy-1-phenyl-methylidene)-2-indolinone), C(C1=CC=CC=C1)N1CCN(CC1)CC(=O)N(C)C1=CC=C(N)C=C1 (4-[N-(4-benzylpiperazinomethylcarbonyl)-N-methylamino]-aniline), [OH-].[Na+] (sodium hydroxide). Run in CN(C)C=O (DMF), CO (methanol). Product: C(C1=CC=CC=C1)N1CCN(CC1)CC(=O)N(C)C1=CC=C(C=C1)N\C(\C1=CC=CC=C1)=C\1/C(NC2=CC=CC=C12)=O ((Z)-3-{1-[4-(N-(4-benzylpiperazinomethylcarbonyl)-N-methyl-amino)-phenylamino]-1-phenyl-methylidene}-2-indolinone). Reaction SMILES: C([N:4]1[C:12]2[C:7](=[CH:8][CH:9]=[CH:10][CH:11]=2)[C:6](=[C:13](OCC)[C:14]2[CH:19]=[CH:18][CH:17]=[CH:16][CH:15]=2)[C:5]1=[O:23])(=O)C.[CH2:24]([N:31]1[CH2:36][CH2:35][N:34]([CH2:37][C:38]([N:40]([C:42]2[CH:48]=[CH:47][C:45]([NH2:46])=[CH:44][CH:43]=2)[CH3:41])=[O:39])[CH2:33][CH2:32]1)[C:25]1[CH:30]=[CH:29][CH:28]=[CH:27][CH:26]=1.[OH-].[Na+]>CN(C=O)C.CO>[CH2:24]([N:31]1[CH2:32][CH2:33][N:34]([CH2:37][C:38]([N:40]([C:42]2[CH:43]=[CH:44][C:45]([NH:46]/[C:13](=[C:6]3\[C:5](=[O:23])[NH:4][C:12]4[C:7]\3=[CH:8][CH:9]=[CH:10][CH:11]=4)/[C:14]3[CH:15]=[CH:16][CH:17]=[CH:18][CH:19]=3)=[CH:47][CH:48]=2)[CH3:41])=[O:39])[CH2:35][CH2:36]1)[C:25]1[CH:30]=[CH:29][CH:28]=[CH:27][CH:26]=1 |f:2.3|. Procedure: Prepared analogously to Example 43 from 1-acetyl-3-(1-ethoxy-1-phenyl-methylidene)-2-indolinone and 4-[N-(4-benzylpiperazinomethylcarbonyl)-N-methylamino]-aniline in DMF and subsequent treatment with sodium hydroxide solution in methanol. Starting materials: C(C)OC(C(CCCC1=CC=CC=C1)=C)=O (5-phenyl-2-methylenevaleric acid ethyl ester), ClC1=CC(=CC=C1)C(=O)OO (m-chloroperbenzoic acid). Run in C(Cl)Cl (methylene chloride). Run at temperature 0 celsius, time 1 hour. The product is C(C)OC(=O)C1(OC1)CCCC1=CC=CC=C1 (2-(3-Phenylpropyl)oxirane-2-carboxylic acid ethyl ester). The yield is 77.3%. As a reaction SMILES: [CH2:1]([O:3][C:4](=[O:16])[C:5](=[CH2:15])[CH2:6][CH2:7][CH2:8][C:9]1[CH:14]=[CH:13][CH:12]=[CH:11][CH:10]=1)[CH3:2].ClC1C=CC=C(C(OO)=[O:25])C=1>C(Cl)Cl>[CH2:1]([O:3][C:4]([C:5]1([CH2:6][CH2:7][CH2:8][C:9]2[CH:10]=[CH:11][CH:12]=[CH:13][CH:14]=2)[CH2:15][O:25]1)=[O:16])[CH3:2]. Reported procedure: 10 g of 5-phenyl-2-methylenevaleric acid ethyl ester and 18.3 g of m-chloroperbenzoic acid (85% pure) are boiled under reflux in 180 ml of methylene chloride for 40 hours. The mixture is allowed to cool; the m-chloroperbenzoic acid (which has separated out) is filtered off; the filtrate is concentrated; the residue is taken up in 40 ml of acetone; 20 ml of a saturated sodium carbonate solution are added, and the mixture is stirred at 0° C. for 1 hour. It is then diluted with 100 ml of water and ... Reactants: C(CC(O)(C(=O)O)CC(=O)O)(=O)O (citric acid), O1B(OB(OB1[C@H](CC(C)C)NC(CNC(C1=C(C=CC(=C1)Cl)Cl)=O)=O)[C@H](CC(C)C)NC(CNC(C1=C(C=CC(=C1)Cl)Cl)=O)=O)[C@H](CC(C)C)NC(CNC(C1=C(C=CC(=C1)Cl)Cl)=O)=O (N,N′,N″-{boroxin-2,4,6-triyltris[[(1R)-3-methylbutane-1,1-diyl]imino(2-oxoethane-2,1-diyl)]}tris(2,5-dichlorobenzamide)). The solvent is CCOC(=O)C (EtOAc), CCOC(=O)C (EtOAc). Run at time 3 hour. Yields the product O=C1CC(OBO1)C(=O)O (6-oxo-1,3,2-dioxaborinane-4-carboxylic acid), 2. The yield is 98.0%. RXN SMILES: [C:1]([OH:13])(=[O:12])[CH2:2][C:3](CC(O)=O)([C:5]([OH:7])=[O:6])[OH:4].O1B([C@@H](NC(=O)CNC(=O)C2C=C(Cl)C=CC=2Cl)CC(C)C)OB([C@@H](NC(=O)CNC(=O)C2C=C(Cl)C=CC=2Cl)CC(C)C)O[B:15]1[C@@H](NC(=O)CNC(=O)C1C=C(Cl)C=CC=1Cl)CC(C)C>CCOC(C)=O>[O:12]=[C:1]1[O:13][BH:15][O:4][CH:3]([C:5]([OH:7])=[O:6])[CH2:2]1. Procedure details: To a solution of citric acid (10.1 g, 52.6 mmol) in EtOAc (300 mL) with an internal temperature of about 74° C. was added a solution of N,N′,N″-{boroxin-2,4,6-triyltris[[(1R)-3-methylbutane-1,1-diyl]imino(2-oxoethane-2,1-diyl)]}tris(2,5-dichlorobenzamide) (20.0 g, 19.5 mmol) in EtOAc (60 mL). The solution was cooled slowly (about 0.33° C./min) until the internal temperature was about 60° C. and the mixture was stirred for 3 h. The resulting slurry was cooled slowly (rate of about 0.12° C./min) u... The reactants are 7-hydroxy-3-methylthiophene, C(Cl)C1CO1 (epichlorohydrin), [OH-].[Na+] (sodium hydroxide), Cl.C1C(CCC2=CC=CC=C12)NCC(COC1=CC=CC=2C(=CSC21)C)O (N-(1,2,3,4-tetrahydronaphth-2-yl)-2-hydroxy-3-(3-methylbenzothien-7-yloxy)propanamine hydrochloride). Run in C(C)O (ethanol), C(C)O (ethanol). Yields the product NC1CC2=CC=CC=C2CC1 (2-aminotetralin). As a reaction SMILES: C(C1OC1)Cl.[OH-].[Na+].Cl.[CH2:9]1[C:18]2[C:13](=[CH:14][CH:15]=[CH:16][CH:17]=2)[CH2:12][CH2:11][CH:10]1[NH:19]CC(O)COC1C2SC=C(C)C=2C=CC=1>C(O)C>[NH2:19][CH:10]1[CH2:11][CH2:12][C:13]2[C:18](=[CH:17][CH:16]=[CH:15][CH:14]=2)[CH2:9]1 |f:1.2,3.4|. Reported procedure: Following the procedure of Example 33, but starting from 7-hydroxy-3-methylthiophene and epichlorohydrin in the presence of sodium hydroxide and contacting a solution of the obtained raw epoxide in absolute ethanol with a solution of 2-aminotetralin in absolute ethanol, N-(1,2,3,4-tetrahydronaphth-2-yl)-2-hydroxy-3-(3-methylbenzothien-7-yloxy)propanamine hydrochloride is obtained ((i): R=H, Ar=radical 28, wherein Z is methyl and the chain bridges position 7 of the Ar radical and position 2 of th... Reactants: C(=O)CCCC(=O)OC (methyl 4-formylbutyrate), COC(C)(C)OC(C)(C)OC (2-methoxy-2-propyl ether), [Br-].OCCC[P+](C1=CC=CC=C1)(C1=CC=CC=C1)C1=CC=CC=C1 ((3-hydroxypropyl)triphenylphosphonium bromide), OS(=O)(=O)O (H2SO4), C(CCC)[Li] (n-butyllithium). Solvent: O1CCCC1 (tetrahydrofuran), O1CCCC1 (tetrahydrofuran), CN(P(N(C)C)(N(C)C)=O)C (hexamethylphosphorictriamide). Run at temperature -78 celsius, time 30 minute. Product: COC(CCC\C=C/CCO)=O ((Z)-8-hydroxy-5-octenoic acid methyl ester). The yield is 58.3%. As a reaction SMILES: COC(OC(OC)(C)C)(C)C.[Br-].[OH:13][CH2:14][CH2:15][CH2:16][P+](C1C=CC=CC=1)(C1C=CC=CC=1)C1C=CC=CC=1.C([Li])CCC.[CH:41]([CH2:43][CH2:44][CH2:45][C:46]([O:48][CH3:49])=[O:47])=O.OS(O)(=O)=O>O1CCCC1.CN(C)P(=O)(N(C)C)N(C)C>[CH3:49][O:48][C:46](=[O:47])[CH2:45][CH2:44][CH2:43]/[CH:41]=[CH:16]\[CH2:15][CH2:14][OH:13] |f:1.2|. Procedure: To a suspension of 14.2 g (30 mmoles) of the 2-methoxy-2-propyl ether of (3-hydroxypropyl)triphenylphosphonium bromide in 150 ml of tetrahydrofuran and 30 ml of hexamethylphosphorictriamide was slowly added 19 ml of n-butyllithium (1.6 M in hexane), at -78° C., under argon. The solution quickly turned yellow in color. Without delay, 2.6 g (20 mmoles) of methyl 4-formylbutyrate in 30 ml of tetrahydrofuran was added, and the resulting mixture was stirred for 30 min. at -78° C., allowed to warm to ... Starting materials: FC(F)(F)c1cc(Cl)nc(-c2ccc(Cl)cc2)c1, Ic1c[nH]cn1. Product: FC(F)(F)c1cc(-c2ccc(Cl)cc2)nc(-n2cnc(I)c2)c1. Reaction SMILES: [Cl:1][c:2]1[n:3][c:4](-[c:12]2[cH:13][cH:14][c:15]([Cl:18])[cH:16][cH:17]2)[cH:5][c:6]([C:8]([F:9])([F:10])[F:11])[cH:7]1.[I:19][c:20]1[n:21][cH:22][nH:23][cH:24]1>>[c:2]1(-[n:23]2[cH:22][n:21][c:20]([I:19])[cH:24]2)[n:3][c:4](-[c:12]2[cH:13][cH:14][c:15]([Cl:18])[cH:16][cH:17]2)[cH:5][c:6]([C:8]([F:9])([F:10])[F:11])[cH:7]1. Starting materials: [OH-].[K+] (potassium hydroxide), [Mn](=O)(=O)(=O)[O-].[K+] (potassium permanganate), ClC1=C(C(=NN1CC)C(F)(F)F)C=O (5-chloro-1-ethyl-3-(trifluoromethyl)-pyrazole-4-carboxaldehyde). Solvent: ClCCl (dichloromethane), O (water). Run at temperature 60 celsius, time 2 hour. Product: ClC1=C(C(=NN1CC)C(F)(F)F)C(=O)O (5-Chloro-1-ethyl-3-(trifluoromethyl)pyrazole-4-carboxylic Acid). The yield is 73.6%. Reaction SMILES: [Cl:1][C:2]1[N:6]([CH2:7][CH3:8])[N:5]=[C:4]([C:9]([F:12])([F:11])[F:10])[C:3]=1[CH:13]=[O:14].[OH-].[K+].[Mn]([O-])(=O)(=O)=[O:18].[K+]>O.ClCCl>[Cl:1][C:2]1[N:6]([CH2:7][CH3:8])[N:5]=[C:4]([C:9]([F:10])([F:12])[F:11])[C:3]=1[C:13]([OH:18])=[O:14] |f:1.2,3.4|. Reported procedure: A mixture of 29.5 g (131 mmol) of 5-chloro-1-ethyl-3-(trifluoromethyl)-pyrazole-4-carboxaldehyde in 350 mL of distilled water was prepared and 0.733 g (131 mmol) of potassium hydroxide and 20.6 g (131 mmol) of potassium permanganate were added to it. The mixture was heated to 60° C. with stirring for 2 hours. The color turned from purple to dark brown. An aliquot was taken, filtered to remove the solids, acidified, and analyzed by gas chromatography to determine that the reaction was complete. T...